The task is: describe an organic reaction: reactants, conditions, products, and yield. This data is from the Open Reaction Database (ORD), a public repository of structured organic reaction records. The reactants are BrC(C(=O)Br)C (2-bromopropionyl bromide), N(=[N+]=[N-])CCO (2-azidoethanol), O (water), Br (hydrobromic acid). Solvent: C(Cl)Cl (methylene chloride), C(Cl)Cl (methylene chloride), C(C)N(CC)CC (triethylamine), C(Cl)Cl (methylene chloride). Yields the product BrC(C(=O)OCCN=[N+]=[N-])C (2-azidoethyl 2-bromopropionate). Reaction SMILES: [Br:1][CH:2]([CH3:6])[C:3](Br)=[O:4].[N:7]([CH2:10][CH2:11][OH:12])=[N+:8]=[N-:9].Br.O>C(Cl)Cl.C(N(CC)CC)C>[Br:1][CH:2]([CH3:6])[C:3]([O:12][CH2:11][CH2:10][N:7]=[N+:8]=[N-:9])=[O:4]. Procedure: The synthesis was carried out in methylene chloride at 0° C. A solution of 2-bromopropionyl bromide in methylene chloride was added dropwise to a mixture of 2-azidoethanol in methylene chloride, triethylamine was added to neutralize the formed hydrobromic acid. After stirring at room temperature over-night water was added and the organic layer was extracted three times with water, the organic phase was then dried and the solvent evaporated. The product was a mixture of byproducts and had to be s...